This data is from the Open Reaction Database (ORD), a public repository of structured organic reaction records. The task is: describe an organic reaction: reactants, conditions, products, and yield Starting materials: O (water), C(C)(=O)N[C@H]1CCC2=C(C3=C1C=C(C=C3)C(=O)[O-])C(=C(C(=C2)OC)OC)OC ((5S)-5-(acetylamino)-9,10,11-trimethoxy-6,7-dihydro-5H-dibenzo[a,c]cycloheptene-3-carboxylate), [H-].[Al+3].[Li+].[H-].[H-].[H-] (lithium aluminium hydride). The solvent is C1CCOC1 (THF), CCOCC (ether). Product: OCC=1C=CC2=C([C@H](CCC3=C2C(=C(C(=C3)OC)OC)OC)NC(C)=O)C1 (N-[(5S)-3-hydroxymethyl-9,10,11-trimethoxy-6,7-dihydro-5H-dibenzo[a,c]cyclohepten-5-yl]acetamide), C(C)N[C@H]1CCC2=C(C3=C1C=C(C=C3)CO)C(=C(C(=C2)OC)OC)OC ([(5S)-5-(ethylamino)-9,10,11-trimethoxy-6,7-dihydro-5H-dibenzo[a,c]cyclohepten-3-yl]methanol). The yield is 47.0%. Reaction SMILES: [C:1]([NH:4][C@@H:5]1[C:11]2[CH:12]=[C:13]([C:16]([O-])=[O:17])[CH:14]=[CH:15][C:10]=2[C:9]2[C:19]([O:27][CH3:28])=[C:20]([O:25][CH3:26])[C:21]([O:23][CH3:24])=[CH:22][C:8]=2[CH2:7][CH2:6]1)(=[O:3])[CH3:2].[H-].[Al+3].[Li+].[H-].[H-].[H-].O>C1COCC1.CCOCC>[OH:17][CH2:16][C:13]1[CH:14]=[CH:15][C:10]2[C:9]3[C:19]([O:27][CH3:28])=[C:20]([O:25][CH3:26])[C:21]([O:23][CH3:24])=[CH:22][C:8]=3[CH2:7][CH2:6][C@H:5]([NH:4][C:1](=[O:3])[CH3:2])[C:11]=2[CH:12]=1.[CH2:1]([NH:4][C@@H:5]1[C:11]2[CH:12]=[C:13]([CH2:16][OH:17])[CH:14]=[CH:15][C:10]=2[C:9]2[C:19]([O:27][CH3:28])=[C:20]([O:25][CH3:26])[C:21]([O:23][CH3:24])=[CH:22][C:8]=2[CH2:7][CH2:6]1)[CH3:2] |f:1.2.3.4.5.6|. Reported procedure: A suspension of (5S)-5-(acetylamino)-9,10,11-trimethoxy-6,7-dihydro-5H-dibenzo[a,c]cycloheptene-3-carboxylate (2.28 ml; 5.7 mmol) and lithium aluminium hydride (0.216 g; 22.8 mmol) in a mixture of THF (10 ml) and ether (60 ml) was stirred at reflux under argon atmosphere overnight. After addition of water (60 ml), the mixture was stirred for 2 hours. The resulting solid was filtered and the filtrate was evaporated and purified by flash chromatography eluting with a 5–10% gradient of methanol/dic...